This data is from the Open Reaction Database (ORD), a public repository of structured organic reaction records. The task is: describe an organic reaction: reactants, conditions, products, and yield The reactants are C1(=CC=CC=C1)C(C(=O)N)(CCCNC)C1=CC=CC=C1 (2,2-diphenyl-5-methylaminopentanamide), OCC1=CC=C(CCBr)C=C1 (4-hydroxymethylphenethyl bromide), C([O-])([O-])=O.[K+].[K+] (potassium carbonate). The solvent is C(C)#N (acetonitrile). Procedure: A mixture containing 2,2-diphenyl-5-methylaminopentanamide (0.24 g-see Preparation 3), 4-hydroxymethylphenethyl bromide (0.19 g), anhydrous potassium carbonate (0.5 g) and acetonitrile (20 ml) was heated under reflux for 4 hours. The mixture was partitioned between dichloromethane (50 ml) and 5% aqueous sodium carbonate (30 ml), the layers separated and the aqueous layer extracted with dichloromethane (3×30 ml). The combined dichloromethane extracts were dried (MgSO4) and concentrated in vacuo t... As a reaction SMILES: [C:1]1([C:7]([C:16]2[CH:21]=[CH:20][CH:19]=[CH:18][CH:17]=2)([CH2:11][CH2:12][CH2:13][NH:14][CH3:15])[C:8]([NH2:10])=[O:9])[CH:6]=[CH:5][CH:4]=[CH:3][CH:2]=1.[OH:22][CH2:23][C:24]1[CH:32]=[CH:31][C:27]([CH2:28][CH2:29]Br)=[CH:26][CH:25]=1.C(=O)([O-])[O-].[K+].[K+]>C(#N)C>[C:1]1([C:7]([C:16]2[CH:21]=[CH:20][CH:19]=[CH:18][CH:17]=2)([CH2:11][CH2:12][CH2:13][N:14]([CH2:29][CH2:28][C:27]2[CH:31]=[CH:32][C:24]([CH2:23][OH:22])=[CH:25][CH:26]=2)[CH3:15])[C:8]([NH2:10])=[O:9])[CH:2]=[CH:3][CH:4]=[CH:5][CH:6]=1 |f:2.3.4|. The product is C1(=CC=CC=C1)C(C(=O)N)(CCCN(C)CCC1=CC=C(C=C1)CO)C1=CC=CC=C1 (2,2-diphenyl-5-[N-(4-hydroxymethylphenethyl)-N-methylamino]pentanamide). The reactants are COC(C(CC)(CC)NC(=O)C1=NC(=C(C=C1)C1CC1)OCC1OCCC1)=O (2-{[5-Cyclopropyl-6-(tetrahydro-furan-2-ylmethoxy)-pyridine-2-carbonyl]-amino}-2-ethyl-butyric acid methyl ester), O.[OH-].[Li+] (lithium hydroxide hydrate), [OH-].[Na+] (sodium hydroxide). Solvent: C1CCOC1 (THF), O (water). Run at time 48 hour. Yields the product C1(CC1)C=1C=CC(=NC1OCC1OCCC1)C(=O)NC(C(=O)O)(CC)CC (2-(5-Cyclopropyl-6-((tetrahydrofuran-2-yl)methoxy)picolinamido)-2-ethylbutanoic acid). Isolated yield 84.5%. As a reaction SMILES: C[O:2][C:3](=[O:28])[C:4]([NH:9][C:10]([C:12]1[CH:17]=[CH:16][C:15]([CH:18]2[CH2:20][CH2:19]2)=[C:14]([O:21][CH2:22][CH:23]2[CH2:27][CH2:26][CH2:25][O:24]2)[N:13]=1)=[O:11])([CH2:7][CH3:8])[CH2:5][CH3:6].O.[OH-].[Li+].[OH-].[Na+]>C1COCC1.O>[CH:18]1([C:15]2[CH:16]=[CH:17][C:12]([C:10]([NH:9][C:4]([CH2:7][CH3:8])([CH2:5][CH3:6])[C:3]([OH:28])=[O:2])=[O:11])=[N:13][C:14]=2[O:21][CH2:22][CH:23]2[CH2:27][CH2:26][CH2:25][O:24]2)[CH2:20][CH2:19]1 |f:1.2.3,4.5|. Procedure details: Methyl 2-(5-cyclopropyl-6-((tetrahydrofuran-2-yl)methoxy)picolinamido)-2-ethylbutanoate (60 mg, 154 μmol, Example 233) and lithium hydroxide hydrate (7.74 mg, 184 μmol) were dissolved in a mixture of THF (600 μL) and water (150 μL). The reaction mixture was stirred for 48 h at ambient temp. Additional sodium hydroxide (24.6 mg, 614 μmol) was added and stirring was continued at 70° C. for additional 3 d. The mixture was poured onto ice water/brine/1N HCl (25 mL) and extracted with EtOAc (2×30 mL)...